The task is: describe an organic reaction: reactants, conditions, products, and yield. This data is from the Open Reaction Database (ORD), a public repository of structured organic reaction records. Reactants: ClC=1N=C(C2=C(C(=NC(=N2)Cl)NCC2=CC=CC=C2)N1)NCC1=CC=CC=C1 (2,6-dichloro-4,8-di-(benzylamino)pyrimidopyrimidine), C(O)CN (ethanolamine). Solvent: O (water). Reaction conditions: temperature 150 celsius, time 12 hour. The product is OCCNC=1N=C(C2=C(C(=NC(=N2)NCCO)NCC2=CC=CC=C2)N1)NCC1=CC=CC=C1 (2,6-Di-(2-hydroxyethylamino)-4,8-dibenzylaminopyrimidopyrimidine). Isolated yield 31.0%. Reaction SMILES: Cl[C:2]1[N:3]=[C:4]([NH:21][CH2:22][C:23]2[CH:28]=[CH:27][CH:26]=[CH:25][CH:24]=2)[C:5]2[N:10]=[C:9](Cl)[N:8]=[C:7]([NH:12][CH2:13][C:14]3[CH:19]=[CH:18][CH:17]=[CH:16][CH:15]=3)[C:6]=2[N:20]=1.[CH2:29]([CH2:31][NH2:32])[OH:30]>O>[OH:30][CH2:29][CH2:31][NH:32][C:2]1[N:3]=[C:4]([NH:21][CH2:22][C:23]2[CH:28]=[CH:27][CH:26]=[CH:25][CH:24]=2)[C:5]2[N:10]=[C:9]([NH:32][CH2:31][CH2:29][OH:30])[N:8]=[C:7]([NH:12][CH2:13][C:14]3[CH:19]=[CH:18][CH:17]=[CH:16][CH:15]=3)[C:6]=2[N:20]=1. Procedure: A mixture of 2,6-dichloro-4,8-di-(benzylamino)pyrimidopyrimidine (0.32 g, 0.78 mmol) and ethanolamine (2 ml) was stirred at 150° C. for 12 h. The reaction mixture was cooled to room temperature and water (15 ml) was added, after which the mixture was stirred for a further 20 min, filtered, washed with water, and the collected solid dried in vacuo. Purification by silica column chromatography (dichloromethane: methanol, 9:1) yielded the title compound (0.11 g, 31%) as a fluorescent yellow solid (... Starting materials: O=C1N(C=2N(C(=C1CC1=CC=C(C=C1)C=1C(=CC=CC1)C#N)CCC)N=CN2)C2CCC(CC2)OCC=C (4′-({5-oxo-4-[4-(prop-2-en-1-yloxy)cyclohexyl]-7-propyl-4,5-dihydro[1,2,4]triazolo[1,5-a]pyrimidin-6-yl}methyl)biphenyl-2-carbonitrile), I(=O)(=O)(=O)[O-].[Na+] (sodium periodate), CC(=O)C (acetone), C(C)#N (acetonitrile). Reagents/catalysts: [Os]=O (osmium oxide). The solvent is O (water), C(C)(=O)OCC (ethyl acetate), O (water). Reaction conditions: time 3 hour. Yields the product OCCOC1CCC(CC1)N1C=2N(C(=C(C1=O)CC1=CC=C(C=C1)C=1C(=CC=CC1)C#N)CCC)N=CN2 (4′-({4-[4-(2-hydroxyethoxy)cyclohexyl]-5-oxo-7-propyl-4,5-dihydro[1,2,4]triazolo[1,5-a]pyrimidin-6-yl}methyl)biphenyl-2-carbonitrile). The yield is 79.4%. RXN SMILES: [O:1]=[C:2]1[C:7]([CH2:8][C:9]2[CH:14]=[CH:13][C:12]([C:15]3[C:16]([C:21]#[N:22])=[CH:17][CH:18]=[CH:19][CH:20]=3)=[CH:11][CH:10]=2)=[C:6]([CH2:23][CH2:24][CH3:25])[N:5]2[N:26]=[CH:27][N:28]=[C:4]2[N:3]1[CH:29]1[CH2:34][CH2:33][CH:32]([O:35][CH2:36][CH:37]=C)[CH2:31][CH2:30]1.I([O-])(=O)(=O)=[O:40].[Na+].CC(C)=O.C(#N)C>C(OCC)(=O)C.O.[Os]=O>[OH:40][CH2:37][CH2:36][O:35][CH:32]1[CH2:33][CH2:34][CH:29]([N:3]2[C:2](=[O:1])[C:7]([CH2:8][C:9]3[CH:14]=[CH:13][C:12]([C:15]4[C:16]([C:21]#[N:22])=[CH:17][CH:18]=[CH:19][CH:20]=4)=[CH:11][CH:10]=3)=[C:6]([CH2:23][CH2:24][CH3:25])[N:5]3[N:26]=[CH:27][N:28]=[C:4]23)[CH2:30][CH2:31]1 |f:1.2|. Procedure: A mixture of 4′-({5-oxo-4-[4-(prop-2-en-1-yloxy)cyclohexyl]-7-propyl-4,5-dihydro[1,2,4]triazolo[1,5-a]pyrimidin-6-yl}methyl)biphenyl-2-carbonitrile (0.5 g), osmium oxide (7% immobilized catalyst, 0.5 g), sodium periodate (1.1 g), acetone (5 mL), acetonitrile (5 mL) and water (5 mL) was stirred at room temperature for 3 hr. The reaction mixture was diluted with ethyl acetate and water, and the insoluble material was filtered off through celite. The obtained organic layer was washed with saturated... The reactants are OC1CN(C1)C1=C(C=C(C=C1)N1C(O[C@H](C1)COC1=NOC=C1)=O)F (3-(4-(3-Hydroxy-1-azetidinyl)-3-fluorophenyl)-5(R)-(isoxazol-3-yl-oxymethyl)oxazolidin-2-one), FC=1C=C(C=CC1N1C=NC(=C1)C)N1C(O[C@H](C1)CO)=O (3-(3-fluoro-4-(4-methyl-imidazol-1-yl)phenyl)-5(R)-hydroxymethyloxazolidin-2-one). Product: FC=1C=C(C=CC1N1C=NC(=C1)C)N1C(O[C@H](C1)COC1=NOC=C1)=O (3-(3-Fluoro-4-(4-methyl-imidazol-1-yl)phenyl)-5(R)-(isoxazol-3-yl-oxymethyl)oxazolidin-2-one). Reported procedure: Using essentially the same procedure as for the intermediate of Example 65, but starting with 3-(3-fluoro-4-(4-methyl-imidazol-1-yl)phenyl)-5(R)-hydroxymethyloxazolidin-2-one (see Example 141; 81 mg, 0.29 mmol), and purifying by chromatography on a 5 g silica Mega Bond Elut® column, eluting with a gradient increasing in polarity from 0 to 2.5% MeOH in dichloromethane, gave the title compound (80 mg). MS (ESP): 359 (MH+) for C17H15FN4O4. RXN SMILES: O[CH:2]1[CH2:5][N:4]([C:6]2[CH:11]=[CH:10][C:9]([N:12]3[CH2:16][C@H:15]([CH2:17][O:18][C:19]4[CH:23]=[CH:22][O:21][N:20]=4)[O:14][C:13]3=[O:24])=[CH:8][C:7]=2[F:25])[CH2:3]1.FC1C=C(N2C[C@H](CO)OC2=O)C=C[C:32]=1[N:33]1C=C(C)N=C1>>[F:25][C:7]1[CH:8]=[C:9]([N:12]2[CH2:16][C@H:15]([CH2:17][O:18][C:19]3[CH:23]=[CH:22][O:21][N:20]=3)[O:14][C:13]2=[O:24])[CH:10]=[CH:11][C:6]=1[N:4]1[CH:3]=[C:2]([CH3:5])[N:33]=[CH:32]1. The reactants are [BH4-], COc1ccc(C(=O)N2c3ccccc3C(N(C(C)=O)c3cccc(C#N)c3)CC2C)cc1, Cl[Co]Cl, [Na+]. Product: COc1ccc(C(=O)N2c3ccccc3C(N(C(C)=O)c3cccc(CN)c3)CC2C)cc1. RXN SMILES: [BH4-:34].[C:1](#[N:2])[c:3]1[cH:4][c:5]([N:9]([C:10]([CH3:11])=[O:12])[CH:13]2[CH2:14][CH:15]([CH3:33])[N:16]([C:23]([c:24]3[cH:25][cH:26][c:27]([O:30][CH3:31])[cH:28][cH:29]3)=[O:32])[c:17]3[cH:18][cH:19][cH:20][cH:21][c:22]32)[cH:6][cH:7][cH:8]1.[Co:36]([Cl:37])[Cl:38].[Na+:35]>>[CH2:1]([NH2:2])[c:3]1[cH:4][c:5]([N:9]([C:10]([CH3:11])=[O:12])[CH:13]2[CH2:14][CH:15]([CH3:33])[N:16]([C:23]([c:24]3[cH:25][cH:26][c:27]([O:30][CH3:31])[cH:28][cH:29]3)=[O:32])[c:17]3[cH:18][cH:19][cH:20][cH:21][c:22]32)[cH:6][cH:7][cH:8]1. Starting materials: C1(=CC=C(C=C1)S(=O)(=O)Cl)C (p-toluenesulfonyl chloride), compound, FC1=C(C=CC=C1)CCCO (3-(2-Fluorophenyl)propanol), N1=CC=CC=C1 (pyridine). Run in CCOCC (ether). Reaction conditions: time 3 hour. The product is S(=O)(=O)(OCCCC1=C(C=CC=C1)F)C1=CC=C(C)C=C1 (3-(2-Fluorophenyl)propyl tosylate). RXN SMILES: [F:1][C:2]1[CH:7]=[CH:6][CH:5]=[CH:4][C:3]=1[CH2:8][CH2:9][CH2:10][OH:11].N1C=CC=CC=1.[C:18]1([CH3:28])[CH:23]=[CH:22][C:21]([S:24](Cl)(=[O:26])=[O:25])=[CH:20][CH:19]=1>CCOCC>[S:24]([C:21]1[CH:22]=[CH:23][C:18]([CH3:28])=[CH:19][CH:20]=1)([O:11][CH2:10][CH2:9][CH2:8][C:3]1[CH:4]=[CH:5][CH:6]=[CH:7][C:2]=1[F:1])(=[O:26])=[O:25]. Procedure details: 17.75 gm of the compound prepared in (3) above was dissolved into 200 ml of dry pyridine. To this was slowly added 24.25 gm of p-toluenesulfonyl chloride at 0° C. and the mixture was stirred for 3 hours at room temperature. After the addition of 300 ml of ether, the mixture was washed with water, followed by the addition of 6N hydrochloric acid to acidify it and washing with saturated brine. The product was dried over anhydrous sodium sulfate and the solvent was evaporated to obtain 31.3 gm of t... The reactants are BrCc1ccccc1, O=C(NC(Cc1ccc(F)cc1)C(=O)N1CCC(O)CC1)c1cc2cc(Cl)ncc2[nH]1, [H-], [Na+], CN(C)C=O. Product: O=C(NC(Cc1ccc(F)cc1)C(=O)N1CCC(OCc2ccccc2)CC1)c1cc2cc(Cl)ncc2[nH]1. As a reaction SMILES: [CH2:32]([c:33]1[cH:34][cH:35][cH:36][cH:37][cH:38]1)[Br:39].[F:1][c:2]1[cH:3][cH:4][c:5]([CH2:6][CH:7]([C:8](=[O:9])[N:10]2[CH2:11][CH2:12][CH:13]([OH:16])[CH2:14][CH2:15]2)[NH:17][C:18](=[O:19])[c:20]2[cH:21][c:22]3[c:23]([cH:24][n:25][c:26]([Cl:28])[cH:27]3)[nH:29]2)[cH:30][cH:31]1.[H-:40].[Na+:41].[O:42]=[CH:43][N:44]([CH3:45])[CH3:46]>>[F:1][c:2]1[cH:3][cH:4][c:5]([CH2:6][CH:7]([C:8](=[O:9])[N:10]2[CH2:11][CH2:12][CH:13]([O:16][CH2:32][c:33]3[cH:34][cH:35][cH:36][cH:37][cH:38]3)[CH2:14][CH2:15]2)[NH:17][C:18](=[O:19])[c:20]2[cH:21][c:22]3[c:23]([cH:24][n:25][c:26]([Cl:28])[cH:27]3)[nH:29]2)[cH:30][cH:31]1. The reactants are FC1=C(C=O)C=CC(=C1)F (2,4-difluorobenzaldehyde), CC(COCC1=CC=CC=C1)(C)[N+](=O)[O-] (2-methyl-2-nitro-1-benzyloxypropane), C(C)(=O)O (Acetic acid). Reagents/catalysts: [Zn] (zinc). The solvent is ice water, C(C)O (ethanol). Conditions: time 7 hour. The product is FC1=C(C=CC(=C1)F)C=[N+]([O-])C(COCC1=CC=CC=C1)(C)C (α-(2,4-difluorophenyl)-N-[dimethyl(benzyloxymethyl)methyl]nitrone). Isolated yield 48.0%. RXN SMILES: [F:1][C:2]1[CH:9]=[C:8]([F:10])[CH:7]=[CH:6][C:3]=1[CH:4]=O.[CH3:11][C:12]([N+:23]([O-])=[O:24])([CH3:22])[CH2:13][O:14][CH2:15][C:16]1[CH:21]=[CH:20][CH:19]=[CH:18][CH:17]=1.C(O)(=O)C>C(O)C.[Zn]>[F:1][C:2]1[CH:9]=[C:8]([F:10])[CH:7]=[CH:6][C:3]=1[CH:4]=[N+:23]([C:12]([CH3:22])([CH3:11])[CH2:13][O:14][CH2:15][C:16]1[CH:21]=[CH:20][CH:19]=[CH:18][CH:17]=1)[O-:24]. Reported procedure: A suspension of 2,4-difluorobenzaldehyde (443.7 mg, 3.12 mmol), 2-methyl-2-nitro-1-benzyloxypropane (639.4 mg, 3.06 mmol) and zinc (326.4 mg, 4.99 mmol) in ethanol (6 ml) was cooled to 0° C. in ice-water bath. Acetic acid (0.57 ml, 9.9 mmol) was added dropwise to the mixture. The mixture was gradually warmed to room temperature and stirred for 7 hours. The mixture was filtered through Celite® bed and the filtrate was concentrated and purified by silica gel chromatography (hexane/ethyl acetate=10... Starting materials: [H-].[H-].[H-].[H-].[Li+].[Al+3] (LiAlH4), COC=1C=C(C=C(C1)OC)CC(=O)O (3,5-dimethoxyphenyl acetic acid). Solvent: O1CCOCC1 (dioxane), O1CCOCC1 (dioxane). Reaction conditions: temperature 50 celsius, time 2 hour. Product: COC=1C=C(CCO)C=C(C1)OC (3,5-dimethoxyphenethyl alcohol). Yield: 103.2%. Reaction SMILES: [H-].[H-].[H-].[H-].[Li+].[Al+3].[CH3:7][O:8][C:9]1[CH:10]=[C:11]([CH2:17][C:18](O)=[O:19])[CH:12]=[C:13]([O:15][CH3:16])[CH:14]=1>O1CCOCC1>[CH3:16][O:15][C:13]1[CH:12]=[C:11]([CH:10]=[C:9]([O:8][CH3:7])[CH:14]=1)[CH2:17][CH2:18][OH:19] |f:0.1.2.3.4.5|. Procedure: To a mixture of LiAlH4 (1.05 g) in dioxane (100 ml) was added a solution of 3,5-dimethoxyphenyl acetic acid (5.32 g) in dioxane (20 ml) portionwise at 0° C. The mixture was stirred at room temperature for 0.5 hour and at 50° C. for 2 hours. The mixture was quenched with conc. NH4OH and filtered through Celite. The filtrate was evaporated to yield 3,5-dimethoxyphenethyl alcohol (5.1 g). IR (Neat) 3400, 1600 cm−1; MS (GC−EI) 182 (M+), 151 (M−MeO).